Task: describe an organic reaction: reactants, conditions, products, and yield. Dataset: the Open Reaction Database (ORD), a public repository of structured organic reaction records The reactants are O (water), ClCCCOC (1-chloro-3-methoxypropane), BrC1=CC=C2C=CNC2=C1 (6-bromo-1H-indole), [H-].[Na+] (sodium hydride). The reagents and catalysts are [I-].C(CCC)[N+](CCCC)(CCCC)CCCC (tetrabutylammonium iodide). The solvent is CN1CCCN(C1=O)C (DMPU). Run at time 1 hour. Yields the product BrC1=CC=C2C=CN(C2=C1)CCCOC (6-Bromo-1-(3-methoxypropyl)-1H-indole), SiO2. RXN SMILES: [Br:1][C:2]1[CH:10]=[C:9]2[C:5]([CH:6]=[CH:7][NH:8]2)=[CH:4][CH:3]=1.[H-].[Na+].Cl[CH2:14][CH2:15][CH2:16][O:17][CH3:18].O>CN1C(=O)N(C)CCC1.[I-].C([N+](CCCC)(CCCC)CCCC)CCC>[Br:1][C:2]1[CH:10]=[C:9]2[C:5]([CH:6]=[CH:7][N:8]2[CH2:14][CH2:15][CH2:16][O:17][CH3:18])=[CH:4][CH:3]=1 |f:1.2,6.7|. Procedure details: The stirred solution of 25 g of 6-bromo-1H-indole [52415-29-9] in 250 ml of DMPU is admixed at 0° C. with 11.2 g of sodium hydride (60% in mineral oil) in portions. The mixture is stirred over 1 hour and then admixed with 60.9 g of 1-chloro-3-methoxypropane and 4.71 g of tetrabutylammonium iodide (exothermic reaction). The mixture is stirred at room temperature over a further 1 hour. The resulting reaction mixture is poured onto 2 l of water (cold) and extracted with tert-butyl methyl ether (2×)... Starting materials: CC1=C(CSCCN2N=NC=C2)C=CC(=C1)OCC=1N=C(OC1)\C=C\C1=C(C=C(C=C1)Cl)F (1-[2-(2-methyl-4-{2-[2-(E)-(4-chloro-2-fluorophenyl)-vinyl]-oxazol-4-ylmethoxy}-benzylsulfanyl)-ethyl]-1H-[1,2,3]triazole), ClC1=CC(=CC=C1)C(=O)OO (3-chloro-perbenzoic acid). The solvent is ClCCl (dichloromethane), ClCCl (dichloromethane), C(C)(=O)OCC (ethyl acetate). Run at temperature -30 celsius, time 1 hour. Yields the product ClC1=CC(=C(C=C1)/C=C/C=1OC=C(N1)COC1=CC(=C(C=C1)CS(=O)CCN1N=NC=C1)C)F (1-[2-(4-{2-[(E)-2-(4-Chloro-2-fluoro-phenyl)-vinyl]-oxazol-4-ylmethoxy}-2-methyl-phenylmethanesulfinyl)-ethyl]-1H-[1,2,3]triazole). Yield: 27.2%. Reaction SMILES: [CH3:1][C:2]1[CH:16]=[C:15]([O:17][CH2:18][C:19]2[N:20]=[C:21](/[CH:24]=[CH:25]/[C:26]3[CH:31]=[CH:30][C:29]([Cl:32])=[CH:28][C:27]=3[F:33])[O:22][CH:23]=2)[CH:14]=[CH:13][C:3]=1[CH2:4][S:5][CH2:6][CH2:7][N:8]1[CH:12]=[CH:11][N:10]=[N:9]1.ClC1C=CC=C(C(OO)=[O:42])C=1>ClCCl.C(OCC)(=O)C>[Cl:32][C:29]1[CH:30]=[CH:31][C:26](/[CH:25]=[CH:24]/[C:21]2[O:22][CH:23]=[C:19]([CH2:18][O:17][C:15]3[CH:14]=[CH:13][C:3]([CH2:4][S:5]([CH2:6][CH2:7][N:8]4[CH:12]=[CH:11][N:10]=[N:9]4)=[O:42])=[C:2]([CH3:1])[CH:16]=3)[N:20]=2)=[C:27]([F:33])[CH:28]=1. Procedure: To a solution of 710 mg (1.46 mmol) 1-[2-(2-methyl-4-{2-[2-(E)-(4-chloro-2-fluorophenyl)-vinyl]-oxazol-4-ylmethoxy}-benzylsulfanyl)-ethyl]-1H-[1,2,3]triazole in 35 ml dichloromethane at −30° C. were added dropwise during 20 min. 493 mg (2.20 mmol) 3-chloro-perbenzoic acid (77% peracid) dissolved in 20 ml ethyl acetate. After 1 hour stirring at −30° C. the mixture was allowed to warm up over night, stirred another 48 hours at room temperature, diluted with dichloromethane, washed with sodium bica... Reactants: ClC1=C(C=CC=C1)C1C(=C(NC(=C1C(=O)OC)C)COCCNC(SC)=NC#N)C(=O)OCC (N-{2-[(4-{2-Chlorophenyl}-3-ethoxycarbonyl-5-methoxycarbonyl-6-methyl-1,4-dihydropyrid-2-yl)methoxy]ethyl}-N'-cyano-S-methyl-isothiourea), O.NN (hydrazine hydrate). Solvent: C(C)O (ethanol). The product is NC1=NNC(=N1)NCCOCC=1NC(=C(C(C1C(=O)OCC)C1=C(C=CC=C1)Cl)C(=O)OC)C (2-[2-(3-Amino-1H-1,2,4-triazol-5-ylamino)ethoxymethyl]-4-(2-chlorophenyl)-3-ethoxycarbonyl-5-methoxycarbonyl-6-methyl-1,4-dihydropyridine). RXN SMILES: [Cl:1][C:2]1[CH:7]=[CH:6][CH:5]=[CH:4][C:3]=1[CH:8]1[C:13]([C:14]([O:16][CH3:17])=[O:15])=[C:12]([CH3:18])[NH:11][C:10]([CH2:19][O:20][CH2:21][CH2:22][NH:23][C:24](=[N:27][C:28]#[N:29])SC)=[C:9]1[C:30]([O:32][CH2:33][CH3:34])=[O:31].O.[NH2:36][NH2:37]>C(O)C>[NH2:29][C:28]1[N:27]=[C:24]([NH:23][CH2:22][CH2:21][O:20][CH2:19][C:10]2[NH:11][C:12]([CH3:18])=[C:13]([C:14]([O:16][CH3:17])=[O:15])[CH:8]([C:3]3[CH:4]=[CH:5][CH:6]=[CH:7][C:2]=3[Cl:1])[C:9]=2[C:30]([O:32][CH2:33][CH3:34])=[O:31])[NH:37][N:36]=1 |f:1.2|. Procedure details: N-{2-[(4-{2-Chlorophenyl}-3-ethoxycarbonyl-5-methoxycarbonyl-6-methyl-1,4-dihydropyrid-2-yl)methoxy]ethyl}-N'-cyano-S-methyl-isothiourea (0.4 g) and hydrazine hydrate (0.15 ml) were dissolved in ethanol (20 ml) and heated under reflux for 3 hours. The solvent was then evaporated and toluene (10 ml) was added to the residue, and again the solution was evaporated to dryness. The residue was chromatographed on Merck "Kieselgel 60H" (Trade Mark), eluting with 2% methanol in methylene chloride, to gi... The reactants are COc1ncnc(N2CCN(C(=O)OC(C)(C)C)CC2)n1, O=C(O)C(F)(F)F. Product: COc1ncnc(N2CCNCC2)n1. RXN SMILES: [C:1]([O:2][C:3](=[O:4])[N:8]1[CH2:9][CH2:10][N:11]([c:14]2[n:15][cH:16][n:17][c:18]([O:20][CH3:21])[n:19]2)[CH2:12][CH2:13]1)([CH3:5])([CH3:6])[CH3:7].[OH:22][C:23]([C:24]([F:25])([F:26])[F:27])=[O:28]>>[NH:8]1[CH2:9][CH2:10][N:11]([c:14]2[n:15][cH:16][n:17][c:18]([O:20][CH3:21])[n:19]2)[CH2:12][CH2:13]1.